Task: describe an organic reaction: reactants, conditions, products, and yield. Dataset: the Open Reaction Database (ORD), a public repository of structured organic reaction records Isolated yield 71.9%. Reactants: ClC1=CC=C(C=C1)C1(OC1)COC1OCCCC1 (2-(4-chlorophenyl)-2-(tetrahydro-2H-pyran-2-yl-oxymethyl)-oxirane), N1N=CN=C1 (1,2,4-triazole), potassium tert.-butylate. Product: ClC1=CC=C(C=C1)C(COC1OCCCC1)(CN1N=CN=C1)O (2-(4-chlorophenyl)-1-[(tetrahydro-2H-pyran-2-yl)-oxy]-3-(1,2,4-triazol-1-yl)-propan-2-ol). Solvent: CN(C=O)C (dimethylformamide). Reaction SMILES: [Cl:1][C:2]1[CH:7]=[CH:6][C:5]([C:8]2([CH2:11][O:12][CH:13]3[CH2:18][CH2:17][CH2:16][CH2:15][O:14]3)[CH2:10][O:9]2)=[CH:4][CH:3]=1.[NH:19]1[CH:23]=[N:22][CH:21]=[N:20]1>CN(C)C=O>[Cl:1][C:2]1[CH:7]=[CH:6][C:5]([C:8]([OH:9])([CH2:10][N:19]2[CH:23]=[N:22][CH:21]=[N:20]2)[CH2:11][O:12][CH:13]2[CH2:18][CH2:17][CH2:16][CH2:15][O:14]2)=[CH:4][CH:3]=1. Procedure: 37 g (0.138 mol) of 2-(4-chlorophenyl)-2-(tetrahydro-2H-pyran-2-yl-oxymethyl)-oxirane are added to a mixture of 22.4 g (0.32 mol) of 1,2,4-triazole, 5 g (0.04 mol) of potassium tert.-butylate and 300 ml of dimethylformamide at room temperature, while stirring. After the addition has ended, the reaction mixture is stirred at 80° C. for 12 hours and is then concentrated by stripping off the solvent under reduced pressure. Water is added to the residue which remains, the resulting mixture is extrac...